This data is from the Open Reaction Database (ORD), a public repository of structured organic reaction records. The task is: describe an organic reaction: reactants, conditions, products, and yield The reactants are N1CCC(CC1)OC1=CC=C(C=O)C=C1 (4-(piperidin-4-yloxy)benzaldehyde), C(C1=CC=CC=C1)N=C=O (benzyl isocyanate). Yields the product C(C1=CC=CC=C1)NC(=O)N1CCC(CC1)OC1=CC=C(C=O)C=C1 (4-[1-(Benzylaminocarbonyl)piperidin-4-yloxy)benzaldehyde). Isolated yield 80.0%. As a reaction SMILES: [NH:1]1[CH2:6][CH2:5][CH:4]([O:7][C:8]2[CH:15]=[CH:14][C:11]([CH:12]=[O:13])=[CH:10][CH:9]=2)[CH2:3][CH2:2]1.[CH2:16]([N:23]=[C:24]=[O:25])[C:17]1[CH:22]=[CH:21][CH:20]=[CH:19][CH:18]=1>>[CH2:16]([NH:23][C:24]([N:1]1[CH2:2][CH2:3][CH:4]([O:7][C:8]2[CH:15]=[CH:14][C:11]([CH:12]=[O:13])=[CH:10][CH:9]=2)[CH2:5][CH2:6]1)=[O:25])[C:17]1[CH:22]=[CH:21][CH:20]=[CH:19][CH:18]=1. Reported procedure: The title compound (0.2 g, 80%) was prepared as a white solid from 4-(piperidin-4-yloxy)benzaldehyde (0.25 g) and benzyl isocyanate (0.084 ml), in a similar manner to that described in preparation 14. As a reaction SMILES: [Si:1]([O:8][CH2:9][C:10]1[CH:19]=[CH:18][C:13]([C:14](OC)=[O:15])=[C:12]([O:20][CH3:21])[CH:11]=1)([C:4]([CH3:7])([CH3:6])[CH3:5])([CH3:3])[CH3:2].[H-].[Al+3].[Li+].[H-].[H-].[H-].[OH-].[Na+].S([O-])([O-])(=O)=O.[Mg+2]>O1CCCC1.O>[Si:1]([O:8][CH2:9][C:10]1[CH:19]=[CH:18][C:13]([CH2:14][OH:15])=[C:12]([O:20][CH3:21])[CH:11]=1)([C:4]([CH3:7])([CH3:6])[CH3:5])([CH3:2])[CH3:3] |f:1.2.3.4.5.6,7.8,9.10|. Run in O1CCCC1 (tetrahydrofuran), O (water), O (water), O1CCCC1 (tetrahydrofuran). Run at time 1 hour. The reactants are [H-].[Al+3].[Li+].[H-].[H-].[H-] (lithium aluminum hydride), [OH-].[Na+] (sodium hydroxide), S(=O)(=O)([O-])[O-].[Mg+2] (magnesium sulfate), [Si](C)(C)(C(C)(C)C)OCC1=CC(=C(C(=O)OC)C=C1)OC (methyl 4-(t-butyldimethylsilyl-oxymethyl)-2-methoxybenzoate), ice. Reported procedure: A solution of 32.19 g (0.101 mol) of methyl 4-(t-butyldimethylsilyl-oxymethyl)-2-methoxybenzoate (prepared as described in Preparation 39) in 50 ml of tetrahydrofuran was added dropwise to an ice-cooled suspension of 3.51 g (92.5 mmol) of lithium aluminum hydride in 250 ml of tetrahydrofuran over a period of 30 minutes. The resulting mixture was then stirred at the same temperature for 1 hour and then at room temperature for 40 minutes. At the end of this time, the reaction mixture was again coo... Yields the product [Si](C)(C)(C(C)(C)C)OCC1=CC(=C(C=C1)CO)OC ((4-t-Butyldimethylsilyloxymethyl-2-methoxyphenyl)methanol). Reactants: NC1=C(C(C2=CC(=CC=C2)CNC(=O)OC(C)(C)C)O)C=C(C=C1)OC (2-amino-α-(3-tert-butoxycarbonylaminomethylphenyl)-5-methyloxybenzyl alcohol), C(C1=CC=CC=C1)OC1=CC=C(C=O)C=C1 (4-benzyloxy-benzaldehyde), C(C)(=O)O (acetic acid), C(#N)[BH3-].[Na+] (sodium cyano borohydride). Run in CO (methanol). Reaction conditions: temperature 60 celsius, time 30 minute. Product: C(C)(C)(C)OC(=O)NCC=1C=C(C=CC1)C(C1=CC=CC(=C1)OC)O (3-tert-butoxycarbonylaminomethylphenyl-5-methyloxybenzyl alcohol), product. Reaction SMILES: N[C:2]1[CH:24]=[CH:23][C:22]([O:25][CH3:26])=[CH:21][C:3]=1[CH:4]([OH:20])[C:5]1[CH:10]=[CH:9][CH:8]=[C:7]([CH2:11][NH:12][C:13]([O:15][C:16]([CH3:19])([CH3:18])[CH3:17])=[O:14])[CH:6]=1.C(OC1C=CC(C=O)=CC=1)C1C=CC=CC=1.C(O)(=O)C.C([BH3-])#N.[Na+]>CO>[C:16]([O:15][C:13]([NH:12][CH2:11][C:7]1[CH:6]=[C:5]([CH:4]([OH:20])[C:3]2[CH:21]=[C:22]([O:25][CH3:26])[CH:23]=[CH:24][CH:2]=2)[CH:10]=[CH:9][CH:8]=1)=[O:14])([CH3:19])([CH3:18])[CH3:17] |f:3.4|. Procedure details: In methanol (6 ml) were dissolved 2-amino-α-(3-tert-butoxycarbonylaminomethylphenyl)-5-methyloxybenzyl alcohol (0.18 g), 4-benzyloxy-benzaldehyde (0.12 g) and acetic acid (0.02 g). To the solution was added sodium cyano borohydride (0.02 mg). The mixture was stirred for 30 minutes at 60° C. The reaction mixture was concentrated, to which were added ethyl acetate (30 ml) and water (50 ml). The mixture was shaken. The organic layer was washed with water and dried over anhydrous sodium sulfate. The...